Dataset: the Open Reaction Database (ORD), a public repository of structured organic reaction records. Task: describe an organic reaction: reactants, conditions, products, and yield Starting materials: BrCC(C(=O)OCC)=C (ethyl α-(bromomethyl)acrylate), ice, C[O-].[Na+] (sodium methoxide). Run in CO (methanol), CO (methanol), O (water). Product: C(C)OC(C(=C)COC)=O (2-Methoxymethylacrylic acid ethyl ester). Isolated yield 28.7%. As a reaction SMILES: Br[CH2:2][C:3](=[CH2:9])[C:4]([O:6][CH2:7][CH3:8])=[O:5].[CH3:10][O-:11].[Na+]>CO.O>[CH2:7]([O:6][C:4](=[O:5])[C:3]([CH2:2][O:11][CH3:10])=[CH2:9])[CH3:8] |f:1.2|. Procedure: A solution of ethyl α-(bromomethyl)acrylate (0.99 g, 5.1 mmol [Villieras J., Rambaud M., Synthesis, 1982:924–926]) in methanol (10 mL) is added to an ice-cold solution of sodium methoxide (0.33 g, 6.1 mmol) in methanol (50 mL). The suspension is refluxed for 21 hours, cooled, diluted with water and extracted with dichloromethane. The organic extracts are dried over Na2SO4, filtered and concentrated under vacuum. The resulting residue is purified by flash column chromatography (1:5 ethyl acetate/...